From a dataset of the Open Reaction Database (ORD), a public repository of structured organic reaction records. describe an organic reaction: reactants, conditions, products, and yield The reactants are OC=1C=C(C=CC1)C1=C(C=CC2=CC(=CC=C12)OC)C1=CC=C(C=C1)OC (1-(3-hydroxyphenyl)-2-(4-methoxyphenyl)-6-methoxynaphthalene), Cl.ClCCCN1CCCCC1 (1-(3-chloropropyl)piperidine hydrochloride), C(=O)([O-])[O-].[K+].[K+] (K2CO3). Yields the product COC1=CC=C(C=C1)C1=C(C2=CC=C(C=C2C=C1)OC)C=1C=C(C=CC1)OCCCN1CCCCC1 (1-[3-[3-[2-(4-Methoxyphenyl)-6-methoxynaphth-1-yl]phenyloxy]propyl]piperidine). Isolated yield 92.4%. Reaction SMILES: [OH:1][C:2]1[CH:3]=[C:4]([C:8]2[C:17]3[C:12](=[CH:13][C:14]([O:18][CH3:19])=[CH:15][CH:16]=3)[CH:11]=[CH:10][C:9]=2[C:20]2[CH:25]=[CH:24][C:23]([O:26][CH3:27])=[CH:22][CH:21]=2)[CH:5]=[CH:6][CH:7]=1.Cl.Cl[CH2:30][CH2:31][CH2:32][N:33]1[CH2:38][CH2:37][CH2:36][CH2:35][CH2:34]1.C([O-])([O-])=O.[K+].[K+]>>[CH3:27][O:26][C:23]1[CH:24]=[CH:25][C:20]([C:9]2[CH:10]=[CH:11][C:12]3[C:17](=[CH:16][CH:15]=[C:14]([O:18][CH3:19])[CH:13]=3)[C:8]=2[C:4]2[CH:3]=[C:2]([O:1][CH2:30][CH2:31][CH2:32][N:33]3[CH2:38][CH2:37][CH2:36][CH2:35][CH2:34]3)[CH:7]=[CH:6][CH:5]=2)=[CH:21][CH:22]=1 |f:1.2,3.4.5|. Procedure details: In a manner similar to that used in Example 2, 1.04 g (2.9 mmol) of 1-(3-hydroxyphenyl)-2-(4-methoxyphenyl)-6-methoxynaphthalene, 0.86 g (4.35 mmol) of 1-(3-chloropropyl)piperidine hydrochloride, and 2 g (14.4 mmol) of K2CO3 were converted to 1.29 g of the title compound, isolated as a brown oil. The reactants are [Al+3], C1CCOC1, Cc1ccc2c(n1)NC(=O)CN2C, [H-], [H-], [H-], [H-], [Li+]. The product is Cc1ccc2c(n1)NCCN2C. As a reaction SMILES: [Al+3:2].[CH2:20]1[O:21][CH2:22][CH2:23][CH2:24]1.[CH3:7][N:8]1[c:9]2[c:10]([n:15][c:16]([CH3:19])[cH:17][cH:18]2)[NH:11][C:12](=[O:14])[CH2:13]1.[H-:1].[H-:4].[H-:5].[H-:6].[Li+:3]>>[CH3:7][N:8]1[c:9]2[c:10]([n:15][c:16]([CH3:19])[cH:17][cH:18]2)[NH:11][CH2:12][CH2:13]1. The reactants are C(C)(=O)O (acetic acid), C([O-])([O-])=O.[Cs+].[Cs+] (cesium carbonate), C(C1=CC=CC=C1)C1=NC(=CC=C1I)N1C[C@@H]([C@H](C1)OC)OS(=O)(=O)C1=CC(=CC=C1)[N+](=O)[O-] (2-benzyl-3-iodo-6-[(3S,4S)-3-(3-nitrobenzenesulfonyl)oxy-4-methoxypyrrolidine-1-yl]pyridine). Solvent: CS(=O)C (dimethyl sulfoxide), CS(=O)C (dimethyl sulfoxide). Run at time 6 hour. Yields the product C(C1=CC=CC=C1)C1=NC(=CC=C1I)N1C[C@@H]([C@H](C1)OC)OC(C)=O (2-Benzyl-3-iodo-6-[(3S,4S)-3-acetoxy-4-methoxypyrrolidine-1-yl)pyridine). As a reaction SMILES: [C:1]([OH:4])(=[O:3])[CH3:2].C(=O)([O-])[O-].[Cs+].[Cs+].[CH2:11]([C:18]1[C:23]([I:24])=[CH:22][CH:21]=[C:20]([N:25]2[CH2:29][C@H:28]([O:30][CH3:31])[C@@H:27](OS(C3C=CC=C([N+]([O-])=O)C=3)(=O)=O)[CH2:26]2)[N:19]=1)[C:12]1[CH:17]=[CH:16][CH:15]=[CH:14][CH:13]=1>CS(C)=O>[CH2:11]([C:18]1[C:23]([I:24])=[CH:22][CH:21]=[C:20]([N:25]2[CH2:29][C@H:28]([O:30][CH3:31])[C@@H:27]([O:3][C:1](=[O:4])[CH3:2])[CH2:26]2)[N:19]=1)[C:12]1[CH:13]=[CH:14][CH:15]=[CH:16][CH:17]=1 |f:1.2.3|. Procedure: 4.2 ml of acetic acid was added to a mixture of 7.9 g of cesium carbonate and 15 ml of dimethyl sulfoxide. After foaming stopped, a mixture of 14.4 g of 2-benzyl-3-iodo-6-[(3S,4S)-3-(3-nitrobenzenesulfonyl)oxy-4-methoxypyrrolidine-1-yl]pyridine and 35 ml of dimethyl sulfoxide was added thereto, followed by heating under stirring for 6 hours in an oil bath kept at 70° C. in a nitrogen atmosphere. The reaction solution was cooled and then subjected to extraction with ethyl acetate-water. The organ... Reactants: OC1=C(C=O)C(=CC(=C1)O)C (2,4-dihydroxy-6-methylbenzaldehyde), O1CCCC=C1 (3,4-dihydro-2H-pyran), C1(=CC=C(C=C1)S(=O)(=O)[O-])C.[NH+]1=CC=CC=C1 (pyridinium p-toluenesulfonate). Solvent: ClCCl (dichloromethane), ClCCl (dichloromethane). Conditions: time 8 hour. Yields the product OC1=C(C=O)C(=CC(=C1)OC1OCCCC1)C (2-Hydroxy-6-methyl-4-(tetrahydro-2H-pyran-2-yloxy)benzaldehyde). Reaction SMILES: [OH:1][C:2]1[CH:9]=[C:8]([OH:10])[CH:7]=[C:6]([CH3:11])[C:3]=1[CH:4]=[O:5].[O:12]1[CH:17]=[CH:16][CH2:15][CH2:14][CH2:13]1.C1(C)C=CC(S([O-])(=O)=O)=CC=1.[NH+]1C=CC=CC=1>ClCCl>[OH:1][C:2]1[CH:9]=[C:8]([O:10][CH:13]2[CH2:14][CH2:15][CH2:16][CH2:17][O:12]2)[CH:7]=[C:6]([CH3:11])[C:3]=1[CH:4]=[O:5] |f:2.3|. Procedure details: Into a 250-mL round-bottom flask were placed a solution of 2,4-dihydroxy-6-methylbenzaldehyde (2.0 g, 13.16 mmol, 1.00 equiv) in dichloromethane (50 mL), 3,4-dihydro-2H-pyran (1.65 g, 19.64 mmol, 1.49 equiv) and pyridinium p-toluenesulfonate (330 mg, 1.31 mmol, 0.10 equiv). The resulting solution was stirred overnight at room temperature. Then it was diluted with 100 mL of dichloromethane and washed with 3×20 mL of 1 M sodium carbonate solution. The organic layer was dried over anhydrous sodium ... The reactants are BrC=1N=C(SC1)OC1CCN(CC1)C1=NC=C(N=C1)CC (4-bromo-2-((1-(5-ethylpyrazin-2-yl)piperidin-4-yl)oxy)thiazole), C(C)(C)(C)OC(NC=1C=C2C=CNC2=CC1)=O (tert-butyl-1H-indol-5-ylcarbamate). Product: C(C)C=1N=CC(=NC1)N1CCC(CC1)OC=1SC=C(N1)N1C=CC2=CC(=CC=C12)N (1-(2-((1-(5-ethylpyrazin-2-yl)piperidin-4-yl)oxy)thiazol-4-yl)-1H-indol-5-amine). RXN SMILES: Br[C:2]1[N:3]=[C:4]([O:7][CH:8]2[CH2:13][CH2:12][N:11]([C:14]3[CH:19]=[N:18][C:17]([CH2:20][CH3:21])=[CH:16][N:15]=3)[CH2:10][CH2:9]2)[S:5][CH:6]=1.C(OC(=O)[NH:28][C:29]1[CH:30]=[C:31]2[C:35](=[CH:36][CH:37]=1)[NH:34][CH:33]=[CH:32]2)(C)(C)C>>[CH2:20]([C:17]1[N:18]=[CH:19][C:14]([N:11]2[CH2:12][CH2:13][CH:8]([O:7][C:4]3[S:5][CH:6]=[C:2]([N:34]4[C:35]5[C:31](=[CH:30][C:29]([NH2:28])=[CH:37][CH:36]=5)[CH:32]=[CH:33]4)[N:3]=3)[CH2:9][CH2:10]2)=[N:15][CH:16]=1)[CH3:21]. Procedure: The title compound was prepared by following the similar procedure as described in Intermediate-27 using 4-bromo-2-((1-(5-ethylpyrazin-2-yl)piperidin-4-yl)oxy)thiazole and tert-butyl-1H-indol-5-ylcarbamate (0.092 g, 40%); MS: 421.2 (M+1). Starting materials: C(C1=CC=CC=C1)SC1=C(N)C=CC(=C1)OC1=C(C=C(C=C1)C(F)(F)F)Cl (2-benzylthio-4-(2-chloro-4-trifluoromethylphenoxy)aniline), ice, S(O)(O)(=O)=O (sulfuric acid), N(=O)[O-].[Na+] (sodium nitrite). The solvent is O (water). Conditions: time 1 hour. The product is ClC1=C(OC2=CC3=C(N=NS3)C=C2)C=CC(=C1)C(F)(F)F (6-(2-Chloro-4-trifluoromethylphenoxy)-1,2,3-benzothiadiazole). As a reaction SMILES: C([S:8][C:9]1[CH:15]=[C:14]([O:16][C:17]2[CH:22]=[CH:21][C:20]([C:23]([F:26])([F:25])[F:24])=[CH:19][C:18]=2[Cl:27])[CH:13]=[CH:12][C:10]=1[NH2:11])C1C=CC=CC=1.S(=O)(=O)(O)O.[N:33]([O-])=O.[Na+]>O>[Cl:27][C:18]1[CH:19]=[C:20]([C:23]([F:26])([F:25])[F:24])[CH:21]=[CH:22][C:17]=1[O:16][C:14]1[CH:13]=[CH:12][C:10]2[N:11]=[N:33][S:8][C:9]=2[CH:15]=1 |f:2.3|. Procedure details: 3 g of 1C was added to an ice-cold solution of 50% aqueous sulfuric acid, and the mixture maintained below 10° C. during the addition of a solution of 0.7 g of sodium nitrite in 10 ml of water. This mixture was then stirred for 1 hour, allowed to reach ambient temperature, and then extracted with ether. The organic layer was separated, solvent removed and the resulting red oil chromatographically purified and recrystallized to yield 1, as a crystalline solid, m.p.: 72°-73° C.